From a dataset of the Open Reaction Database (ORD), a public repository of structured organic reaction records. describe an organic reaction: reactants, conditions, products, and yield Reactants: [BH4-].[Na+] (Sodium borohydride), O=C[C@@H](O)[C@@H](O)[C@H](O)[C@H](O)CO (mannose), C(C)(=O)OCC (Ethyl acetate). Run in CO (methanol). Reaction conditions: temperature 0 celsius, time 16 hour. The product is C([C@@H](O)[C@@H](O)[C@H](O)[C@H](O)CO)O (mannitol). Yield: 178.4%. As a reaction SMILES: [O:1]=[CH:2][C@H:3]([C@H:5]([C@@H:7]([C@@H:9]([CH2:11][OH:12])[OH:10])[OH:8])[OH:6])[OH:4].[BH4-].[Na+].C(OCC)(=O)C>CO>[CH2:11]([OH:12])[C@H:9]([C@H:7]([C@@H:5]([C@@H:3]([CH2:2][OH:1])[OH:4])[OH:6])[OH:8])[OH:10] |f:1.2|. Procedure: The monosilylated material (2) (90 g, 0.20 mol) was dissolved in 1 L of distilled methanol and the solution cooled to 0° C. under an inert atmosphere. Sodium borohydride (36 g, 0.98 mol) was added portionwise over 1.5 hour at 0–5° C. The mixture was allowed to warm to room temperature with stirring over 16 hours. The majority of the methanol (approx. 700 mL) was removed under reduced pressure and the resulting grey suspension was diluted with water (250 mL). Hydrochloric acid (1 M; 190 mL) was a... Reactants: [Cl-].[NH4+] (ammonium chloride), C(C)(C)(C)OC(NC=1C(=NN2C1SC=C2)OCC)=O ((6-ethoxy-pyrazolo[5,1-b][1,3]thiazol-7-yl)-carbamic acid tert-butyl ester), C(CCC)[Li] (n-butyllithium), BrC(C(Br)(F)F)(F)F (1,2-dibromotetrafluoroethane). Solvent: CCCCCC (n-hexane), C1CCOC1 (THF), C(C)(=O)O (acetic acid). Run at temperature -78 celsius. The product is C(C)(C)(C)OC(NC=1C(=NN2C1SC=C2Br)OCC)=O ((3-Bromo-6-ethoxy-pyrazolo[5,1-b][1,3]thiazol-7-yl)-carbamic acid tert-butyl ester). Yield: 62.3%. RXN SMILES: [C:1]([O:5][C:6](=[O:19])[NH:7][C:8]1[C:9]([O:16][CH2:17][CH3:18])=[N:10][N:11]2[CH:15]=[CH:14][S:13][C:12]=12)([CH3:4])([CH3:3])[CH3:2].C([Li])CCC.[Br:25]C(F)(F)C(F)(F)Br.[Cl-].[NH4+]>C(O)(=O)C.CCCCCC.C1COCC1>[C:1]([O:5][C:6](=[O:19])[NH:7][C:8]1[C:9]([O:16][CH2:17][CH3:18])=[N:10][N:11]2[C:15]([Br:25])=[CH:14][S:13][C:12]=12)([CH3:4])([CH3:3])[CH3:2] |f:3.4|. Reported procedure: To a THF (150 mL) solution of (6-ethoxy-pyrazolo[5,1-b][1,3]thiazol-7-yl)-carbamic acid tert-butyl ester (16.5 g, 61.4 mmol), was added a 2.77M n-hexane solution of n-butyllithium (15.9 mL, 44 mmol) while stirring at −78° C. The mixture was stirred at −78° C. for one hour, and then 1,2-dibromotetrafluoroethane (2.61 mL, 22 mmol) was added, and the mixture was stirred while heating to room temperature for three hours. A saturated aqueous solution of ammonium chloride was added and acetic acid was... The reactants are CN(C)P(=O)(N(C)C)N(C)C (hexamethylphosphotriamide), CSC(=NCC(=O)N1S(CC23C1CC(CC2)C3(C)C)(=O)=O)SC (2-(bis-methylsulfanyl-methyleneamino)-1-(10,10-dimethyl-3,3-dioxo-3-thia-4-aza-tricyclo[5.2.1.0 1,5]dec-4-yl)-ethanone), C(CCC)[Li] (n-butyllithium), CCCCCC (hexane), ICC1=C(C=CC=C1)C=C (1-iodomethyl-2-vinyl-benzene). The solvent is O1CCCC1 (tetrahydrofuran), O1CCCC1 (tetrahydrofuran). Conditions: temperature -78 celsius, time 1.5 hour. Yields the product CSC(=NC(C(=O)N1S(CC23C1CC(CC2)C3(C)C)(=O)=O)CC3=C(C=CC=C3)C=C)SC (2-(Bis-methylsulfanyl-methyleneamino)-1-(10,10-dimethyl-3,3-dioxo-3-thia-4-aza-tricyclo[5.2.1.0 1,5]dec-4-yl)-3-(2-vinyl-phenyl)-propan-1-one). The yield is 43.5%. As a reaction SMILES: [CH3:1][S:2][C:3]([S:22][CH3:23])=[N:4][CH2:5][C:6]([N:8]1[CH:12]2[CH2:13][CH:14]3[C:17]([CH3:19])([CH3:18])[C:11]2([CH2:16][CH2:15]3)[CH2:10][S:9]1(=[O:21])=[O:20])=[O:7].C([Li])CCC.CCCCCC.CN(P(N(C)C)(N(C)C)=O)C.I[CH2:47][C:48]1[CH:53]=[CH:52][CH:51]=[CH:50][C:49]=1[CH:54]=[CH2:55]>O1CCCC1>[CH3:23][S:22][C:3]([S:2][CH3:1])=[N:4][CH:5]([CH2:47][C:48]1[CH:53]=[CH:52][CH:51]=[CH:50][C:49]=1[CH:54]=[CH2:55])[C:6]([N:8]1[CH:12]2[CH2:13][CH:14]3[C:17]([CH3:19])([CH3:18])[C:11]2([CH2:16][CH2:15]3)[CH2:10][S:9]1(=[O:20])=[O:21])=[O:7]. Procedure: Dissolve 2-(bis-methylsulfanyl-methyleneamino)-1-(10,10-dimethyl-3,3-dioxo-3-thia-4-aza-tricyclo[5.2.1.0 1,5]dec-4-yl)-ethanone (7.91 g, 21.0 mmol) in tetrahydrofuran (100 mL) and cool to -78° C. Treat, by dropwise addition, with 1.6M n-butyllithium in hexane (13.1 mL, 21 mmol). Stir for 1.5 hours, then add hexamethylphosphotriamide (HMPA) (4.25 mL, 24.4 mmol). Stir for 15 minutes and add, via cannula, a solution of 1-iodomethyl-2-vinyl-benzene (6.1 g, 25 mmol) in tetrahydrofuran (100 mL). Stir ... The reactants are O=C([O-])[O-], COCCOC, CC(=O)Nc1nc2ccc(B3OC(C)(C)C(C)(C)O3)cc2s1, COc1nc(Cl)cc(Cl)n1, CCO, [Na+], [Na+], O. Yields the product COc1nc(Cl)cc(-c2ccc3nc(NC(C)=O)sc3c2)n1. RXN SMILES: [C:33](=[O:34])([O-:35])[O-:36].[CH2:39]([CH2:40][O:41][CH3:42])[O:43][CH3:44].[CH3:1][C:2]1([CH3:3])[C:4]([CH3:5])([CH3:6])[O:7][B:8]([c:9]2[cH:10][c:11]3[c:12]([n:13][c:14]([NH:16][C:17]([CH3:18])=[O:19])[s:15]3)[cH:20][cH:21]2)[O:22]1.[CH3:23][O:24][c:25]1[n:26][c:27]([Cl:32])[cH:28][c:29]([Cl:31])[n:30]1.[CH3:46][CH2:47][OH:48].[Na+:37].[Na+:38].[OH2:45]>>[c:9]1(-[c:29]2[cH:28][c:27]([Cl:32])[n:26][c:25]([O:24][CH3:23])[n:30]2)[cH:10][c:11]2[c:12]([n:13][c:14]([NH:16][C:17]([CH3:18])=[O:19])[s:15]2)[cH:20][cH:21]1. Reactants: C1CCNC1, ClCCl, NC(=O)c1cc(-c2ccc(C=O)s2)cc2c(C3CCN(S(=O)(=O)CCCN4CCCC4)CC3)c[nH]c12. The product is NC(=O)c1cc(-c2ccc(CN3CCCC3)s2)cc2c(C3CCN(S(=O)(=O)CCCN4CCCC4)CC3)c[nH]c12. Reaction SMILES: [CH2:37]1[CH2:38][CH2:39][NH:40][CH2:41]1.[CH2:42]([Cl:43])[Cl:44].[CH:1](=[O:2])[c:3]1[cH:4][cH:5][c:6](-[c:8]2[cH:9][c:10]3[c:11]([CH:20]4[CH2:21][CH2:22][N:23]([S:26](=[O:27])(=[O:28])[CH2:29][CH2:30][CH2:31][N:32]5[CH2:33][CH2:34][CH2:35][CH2:36]5)[CH2:24][CH2:25]4)[cH:12][nH:13][c:14]3[c:15]([C:17](=[O:18])[NH2:19])[cH:16]2)[s:7]1>>[CH2:1]([c:3]1[cH:4][cH:5][c:6](-[c:8]2[cH:9][c:10]3[c:11]([CH:20]4[CH2:21][CH2:22][N:23]([S:26](=[O:27])(=[O:28])[CH2:29][CH2:30][CH2:31][N:32]5[CH2:33][CH2:34][CH2:35][CH2:36]5)[CH2:24][CH2:25]4)[cH:12][nH:13][c:14]3[c:15]([C:17](=[O:18])[NH2:19])[cH:16]2)[s:7]1)[N:40]1[CH2:39][CH2:38][CH2:37][CH2:41]1. The reactants are CC1(CCC(C2=CC=CC=C12)C(=O)O)C (1,1-dimethyl-tetralin-4-carboxylic acid), P(Cl)(Cl)Cl (phosphorus trichloride), Cl (hydrochloric acid). Conditions: temperature 50 celsius, time 3 hour. Yields the product CC1(CCC(C2=CC=CC=C12)C(=O)Cl)C (1,1-dimethyl-tetralin-4-carboxylic acid chloride). Isolated yield 195.8%. RXN SMILES: [CH3:1][C:2]1([CH3:15])[C:11]2[C:6](=[CH:7][CH:8]=[CH:9][CH:10]=2)[CH:5]([C:12](O)=[O:13])[CH2:4][CH2:3]1.P(Cl)(Cl)[Cl:17].Cl>>[CH3:1][C:2]1([CH3:15])[C:11]2[C:6](=[CH:7][CH:8]=[CH:9][CH:10]=2)[CH:5]([C:12]([Cl:17])=[O:13])[CH2:4][CH2:3]1. Reported procedure: 102 g of 1,1-dimethyl-tetralin-4-carboxylic acid are treated while stirring with 27.4 g of phosphorus trichloride and the mixture is stirred at 50° C. for 3 hours. This treatment is carried out while excluding moisture and conducting away the resulting hydrochloric acid gas. The upper phase is separated after 12 hours and distilled over a short Vigreux column. There are obtained 87 g of 1,1-dimethyl-tetralin-4-carboxylic acid chloride of boiling point 89° C./0.2 mmHg; nD20 =1.5418-20; yield 78%.